Dataset: the Open Reaction Database (ORD), a public repository of structured organic reaction records. Task: describe an organic reaction: reactants, conditions, products, and yield Starting materials: O=C([O-])[O-], Cn1nnnc1S, CC(C)=O, ClCCCSc1ccccn1, [K+], [K+]. The product is Cn1nnnc1SCCSc1ccccn1. As a reaction SMILES: [C:19](=[O:20])([O-:21])[O-:22].[CH3:1][n:2]1[n:3][n:4][n:5][c:6]1[SH:7].[CH3:25][C:26](=[O:27])[CH3:28].[Cl:8][CH2:9][CH2:10][CH2:11][S:12][c:13]1[n:14][cH:15][cH:16][cH:17][cH:18]1.[K+:23].[K+:24]>>[CH3:1][n:2]1[n:3][n:4][n:5][c:6]1[S:7][CH2:10][CH2:11][S:12][c:13]1[n:14][cH:15][cH:16][cH:17][cH:18]1. The reactants are CC(=O)O, O=[N+]([O-])c1cnc2ccc(F)cc2c1Cl, Nc1ccccc1F, O. The product is O=[N+]([O-])c1cnc2ccc(F)cc2c1Nc1ccccc1F. Reaction SMILES: [CH3:25][C:26](=[O:27])[OH:28].[Cl:1][c:2]1[c:3]([N+:13](=[O:14])[O-:15])[cH:4][n:5][c:6]2[cH:7][cH:8][c:9]([F:12])[cH:10][c:11]12.[NH2:16][c:17]1[cH:18][cH:19][cH:20][cH:21][c:22]1[F:23].[OH2:24]>>[c:2]1([NH:16][c:17]2[cH:18][cH:19][cH:20][cH:21][c:22]2[F:23])[c:3]([N+:13](=[O:14])[O-:15])[cH:4][n:5][c:6]2[cH:7][cH:8][c:9]([F:12])[cH:10][c:11]12.